This data is from the Open Reaction Database (ORD), a public repository of structured organic reaction records. The task is: describe an organic reaction: reactants, conditions, products, and yield Starting materials: BrC1=C(C(=CC=C1)Br)O (2,6-dibromophenol), C([O-])([O-])=O.[K+].[K+] (potassium carbonate), S(=O)(=O)(OC)OC (dimethyl sulfate). Solvent: C(C)#N (acetonitrile). Conditions: time 4 hour. Product: BrC1=C(C(=CC=C1)Br)OC (2,6-Dibromoanisole). The yield is 58.9%. Reaction SMILES: [Br:1][C:2]1[CH:7]=[CH:6][CH:5]=[C:4]([Br:8])[C:3]=1[OH:9].[C:10](=O)([O-])[O-].[K+].[K+].S(OC)(OC)(=O)=O>C(#N)C>[Br:1][C:2]1[CH:7]=[CH:6][CH:5]=[C:4]([Br:8])[C:3]=1[O:9][CH3:10] |f:1.2.3|. Procedure: A mixture of 2,6-dibromophenol (25 g, 0.099 mol), powder potassium carbonate (28 g, 0.2 mol, 2 equiv) and dimethyl sulfate (12.6 g, 0.099 mol) in acetonitrile (400 mL) was kept at reflux with good stirring for 4 hr. After cooling, the solids were removed by filtration and the solvent was removed in a rotary evaporator. The residue was taken in 2:1 heptane/ethyl acetate mixture (800 mL) and washed with water (2×400 mL). The organic layer was dried over sodium sulfate, filtered and the solvent was... Reactants: C1CCOC1, O=S(=O)(Cl)c1cc(Cl)c(Cl)s1, NC(CO)C(C(F)(F)F)C(F)(F)F, c1ccncc1. Yields the product O=S(=O)(NC(CO)C(C(F)(F)F)C(F)(F)F)c1cc(Cl)c(Cl)s1. Reaction SMILES: [CH2:31]1[O:32][CH2:33][CH2:34][CH2:35]1.[Cl:20][c:21]1[cH:22][c:23]([S:27](=[O:28])(=[O:29])[Cl:30])[s:24][c:25]1[Cl:26].[F:1][C:2]([CH:3]([CH:4]([CH2:5][OH:6])[NH2:7])[C:8]([F:9])([F:10])[F:11])([F:12])[F:13].[cH:14]1[cH:15][cH:16][n:17][cH:18][cH:19]1>>[F:1][C:2]([CH:3]([CH:4]([CH2:5][OH:6])[NH:7][S:27]([c:23]1[cH:22][c:21]([Cl:20])[c:25]([Cl:26])[s:24]1)(=[O:28])=[O:29])[C:8]([F:9])([F:10])[F:11])([F:12])[F:13]. The reactants are C(#N)C=1C=C(C=CC1F)CC(=O)OC(C)(C)C (tert-butyl 2-(3-cyano-4-fluorophenyl)acetate), ClC1=CC=C(CCNC(=O)C=2C=C3C=CNC3=CC2)C=C1 (N-(4-chlorophenethyl)-1H-indole-5carboxamide), C(=O)([O-])[O-].[K+].[K+] (K2CO3). Solvent: C(C)(=O)OCC (ethyl acetate), CS(=O)C (DMSO). Conditions: temperature 120 celsius, time 1 hour. The product is ClC1=CC=C(CCNC(=O)C=2C=C3C=CN(C3=CC2)C2=C(C=C(C=C2)CC(=O)OC(C)(C)C)C#N)C=C1 (tert-butyl 2-(4-(5-((4-chlorophenethyl)carbamoyl)-1H-indol-1-yl)-3cyanophenyl)acetate). Yield: 48.8%. Reaction SMILES: [C:1]([C:3]1[CH:4]=[C:5]([CH2:10][C:11]([O:13][C:14]([CH3:17])([CH3:16])[CH3:15])=[O:12])[CH:6]=[CH:7][C:8]=1F)#[N:2].[Cl:18][C:19]1[CH:38]=[CH:37][C:22]([CH2:23][CH2:24][NH:25][C:26]([C:28]2[CH:29]=[C:30]3[C:34](=[CH:35][CH:36]=2)[NH:33][CH:32]=[CH:31]3)=[O:27])=[CH:21][CH:20]=1.C([O-])([O-])=O.[K+].[K+]>CS(C)=O.C(OCC)(=O)C>[Cl:18][C:19]1[CH:38]=[CH:37][C:22]([CH2:23][CH2:24][NH:25][C:26]([C:28]2[CH:29]=[C:30]3[C:34](=[CH:35][CH:36]=2)[N:33]([C:8]2[CH:7]=[CH:6][C:5]([CH2:10][C:11]([O:13][C:14]([CH3:17])([CH3:16])[CH3:15])=[O:12])=[CH:4][C:3]=2[C:1]#[N:2])[CH:32]=[CH:31]3)=[O:27])=[CH:21][CH:20]=1 |f:2.3.4|. Procedure details: To a mixture of tert-butyl 2-(3-cyano-4-fluorophenyl)acetate (0.150 g, 0.6376 mmol) and N-(4-chlorophenethyl)-1H-indole-5carboxamide (0.2095 g, 0.7014 mmol) in DMSO (3 mL) was added K2CO3 (0.1322 g, 0.9564 mmol), and the reaction mixture was heated at 120° C. for 30 minutes, then at 130° C. for 1 hour. The reaction was diluted with ethyl acetate and the organic layer was washed with water and brine, dried over magnesium sulfate and concentrated. The residue was purified by silica gel chromatogra... Reactants: CSC1=NSC(=C1C#N)NC1=CC=NC=C1 (3-Methylsulfanyl-5-(pyridin-4-ylamino)-isothiazole-4-carbonitrile), [OH-].[Na+] (NaOH). Solvent: S(O)(O)(=O)=O (sulfuric acid). Conditions: time 2 hour. Product: CSC1=NSC(=C1C(=O)N)NC1=CC=NC=C1 (3-Methylsulfanyl-5-(pyridin-4-ylamino)-isothiazole-4-carboxylic acid amide). RXN SMILES: [CH3:1][S:2][C:3]1[C:7]([C:8]#[N:9])=[C:6]([NH:10][C:11]2[CH:16]=[CH:15][N:14]=[CH:13][CH:12]=2)[S:5][N:4]=1.[OH-:17].[Na+]>S(=O)(=O)(O)O>[CH3:1][S:2][C:3]1[C:7]([C:8]([NH2:9])=[O:17])=[C:6]([NH:10][C:11]2[CH:16]=[CH:15][N:14]=[CH:13][CH:12]=2)[S:5][N:4]=1 |f:1.2|. Procedure details: Compound 7 (1.0 g, 4.0 mmol) is dissolved in sulfuric acid (5 mL). The resulting solution is stirred at room temperature for 2 hours, heated to 50° C. for 3.5 hours, then at room temperature for 18 hours, then heated to 50° C. for 1 hour. The reaction was then cooled to room temperature and 1N NaOH (5 mL) was added. The resulting solids were filtered and washed with saturated aqueous sodium bicarbonate to provide 8 (1.15 g, 4.0 mmol). 1H NMR (d6 DMSO): 5 8.12 (2H, d, J=5.8 Hz), 6.78 (2H, d, J=5.... Starting materials: C(C1=CC=CC=C1)(=O)OOC(C1=CC=CC=C1)=O (benzoyl peroxide), COC=CCC1=CC=CC=C1 (o-methoxyallylbenzene), C1=CC=CC=C1C(=O)OO (perbenzoic acid). The solvent is C(Cl)(Cl)Cl (chloroform), C(Cl)(Cl)Cl (chloroform). Conditions: time 3 day. The product is C(C)OC(CC12C(C=CC=C1)O2)=C (2-ethoxyallylbenzene oxide). The yield is 41.0%. As a reaction SMILES: C1[C:6]([C:7](OO)=[O:8])=CC=CC=1.C(OOC(=O)C1C=CC=CC=1)(=[O:18])C1C=CC=CC=1.CO[CH:31]=[CH:32][CH2:33][C:34]1[CH:39]=[CH:38][CH:37]=[CH:36][CH:35]=1>C(Cl)(Cl)Cl>[CH2:7]([O:8][C:32](=[CH2:31])[CH2:33][C:34]12[O:18][CH:39]1[CH:38]=[CH:37][CH:36]=[CH:35]2)[CH3:6]. Procedure details: To the chloroform solution containing perbenzoic acid prepared from 29 g of benzoyl peroxide was added 6.5 g of o-methoxyallylbenzene dissolved in 20 ml of chloroform, and the mixture was allowed to stand at 0° - 5° C for 3 days. The resulting mixture was washed with 10% sodium hydroxide solution, Mohr's salt solution and then water, and dried over anhydrous sodium sulfate. The solvent was evaporated to obtain the residue, which was distilled under reduced pressure to give 2.9 g (yield 41%) of 2...